describe an organic reaction: reactants, conditions, products, and yield From a dataset of the Open Reaction Database (ORD), a public repository of structured organic reaction records. The reactants are NC1=CC(=C(C(=O)OC)C=C1)S(=O)(=O)N (methyl 4-amino-2-(aminosulfonyl)benzoate), C/C=1/C(=O)OC(\C1\C)=O (2,3-dimethylmaleic anhydride). Solvent: C(C)(=O)O (acetic acid). Run at time 2 hour. The product is NS(=O)(=O)C1=C(C(=O)OC)C=CC(=C1)N1C(C(=C(C1=O)C)C)=O (methyl 2-(aminosulfonyl)-4-(2,5-dihydro-3,4-dimethyl-2,5-dioxo-1H-pyrrol-1-yl)benzoate). Yield: 43.0%. Reaction SMILES: [NH2:1][C:2]1[CH:11]=[CH:10][C:5]([C:6]([O:8][CH3:9])=[O:7])=[C:4]([S:12]([NH2:15])(=[O:14])=[O:13])[CH:3]=1.[CH3:16][C:17]1[C:18]([O:20][C:21](=O)[C:22]=1[CH3:23])=[O:19]>C(O)(=O)C>[NH2:15][S:12]([C:4]1[CH:3]=[C:2]([N:1]2[C:18](=[O:19])[C:17]([CH3:16])=[C:22]([CH3:23])[C:21]2=[O:20])[CH:11]=[CH:10][C:5]=1[C:6]([O:8][CH3:9])=[O:7])(=[O:13])=[O:14]. Reported procedure: In 3 ml of acetic acid, 1 mmol of methyl 4-amino-2-(aminosulfonyl)benzoate and 1.05 mmol of 2,3-dimethylmaleic anhydride were stirred at 80° C. for 40 hours. Acetic acid was then distilled off from the reaction mixture, followed by the addition of 20 ml of ice water to the oily residue. After the mixture thus formed was stirred for 2 hours, the resulting precipitate was collected by filtration and then dried in air. Yield: 43%. Its physicochemical properties are shown in Table 8. Reactants: NC=1C(=C(C(=CC1)Cl)S(=O)(=O)N)O (3-amino-6-chloro-2-hydroxybenzenesulfonamide), N(=[N+]=[N-])C(=O)C=1C(=NC=CC1)Cl (3-(azidocarbonyl)-2-chloropyridine), CN(C=O)C (N,N-dimethyl-formamide). Yields the product NS(=O)(=O)C=1C(=C(C=CC1Cl)NC(=O)NC=1C(=NC=CC1)Cl)O (N-(3-aminosulfonyl-4-chloro-2-hydroxyphenyl)-N′-(2-chloro-pyridin-3-yl)urea). Isolated yield 18.0%. As a reaction SMILES: [NH2:1][C:2]1[C:3]([OH:13])=[C:4]([S:9]([NH2:12])(=[O:11])=[O:10])[C:5]([Cl:8])=[CH:6][CH:7]=1.N(C([C:19]1[C:20]([Cl:25])=[N:21][CH:22]=[CH:23][CH:24]=1)=O)=[N+]=[N-].C[N:27](C)[CH:28]=[O:29]>>[NH2:12][S:9]([C:4]1[C:3]([OH:13])=[C:2]([NH:1][C:28]([NH:27][C:19]2[C:20]([Cl:25])=[N:21][CH:22]=[CH:23][CH:24]=2)=[O:29])[CH:7]=[CH:6][C:5]=1[Cl:8])(=[O:11])=[O:10]. Procedure: Under Ar, a solution of 3-amino-6-chloro-2-hydroxybenzenesulfonamide (50 mg, 0.22 mmol) and 3-(azidocarbonyl)-2-chloropyridine (123 mg, 0.67 mmol) in 1 mL of N,N-dimethyl-formamide was stirred at room temperature for 3 days. Purification upon Gilson HPLC, eluting with acetonitrile/water (10/90, v/v to 90/10, v/v, over 10 min), gave the desired product (15 mg, 18%). LC-MS (m/z) 377.0 (M+). The reactants are ClC=1N=CC2=C(N1)N(C=C2C(C)=O)C2CCCC2 (1-(2-Chloro-7-cyclopentyl-7H-pyrrolo[2,3-d]pyrimidin-5-yl)-ethanone), C(C)(C)(C)OC(=O)N1CCN(CC1)C1=CC=C(C=C1)N (4-(4-Aminophenyl)-piperazine-1-carboxylic acid tert-butyl ester). Product: C1(CCCC1)N1C=C(C2=C1N=C(N=C2)NC2=CC=C(C=C2)N2CCNCC2)C(C)=O (1-[7-cyclopentyl-2-(4-piperazin-1-yl-phenylamino)-7H-pyrrolo[2,3-d]pyrimidin-5-yl]-ethanone). RXN SMILES: Cl[C:2]1[N:3]=[CH:4][C:5]2[C:10]([C:11](=[O:13])[CH3:12])=[CH:9][N:8]([CH:14]3[CH2:18][CH2:17][CH2:16][CH2:15]3)[C:6]=2[N:7]=1.C(OC([N:26]1[CH2:31][CH2:30][N:29]([C:32]2[CH:37]=[CH:36][C:35]([NH2:38])=[CH:34][CH:33]=2)[CH2:28][CH2:27]1)=O)(C)(C)C>>[CH:14]1([N:8]2[C:6]3[N:7]=[C:2]([NH:38][C:35]4[CH:34]=[CH:33][C:32]([N:29]5[CH2:30][CH2:31][NH:26][CH2:27][CH2:28]5)=[CH:37][CH:36]=4)[N:3]=[CH:4][C:5]=3[C:10]([C:11](=[O:13])[CH3:12])=[CH:9]2)[CH2:18][CH2:17][CH2:16][CH2:15]1. Procedure details: 1-[7-cyclopentyl-2-(4-piperazin-1-yl-phenylamino)-7H-pyrrolo[2,3-d]pyrimidin-5-yl]-ethanone is prepared from 1-(2-Chloro-7-cyclopentyl-7H-pyrrolo[2,3-d]pyrimidin-5-yl)-ethanone and 4-(4-Aminophenyl)-piperazine-1-carboxylic acid tert-butyl ester using a method similar to that for the preparation of Example 202. [M+H+] 405.2. Product: CC1=C(C(=O)CC1O)CC=C (allethrolone). Yield: 58.0%. Procedure: Three hundred milligrams of a furan compound of the formula (II) (R1 =CH3, R2 =--CH2 --CH=CH2, R3 =CH3) was added to a dioxane/water mixture (dioxane 3.0 ml, water 2.0 ml), and then hydroquinone (10 mg) was added thereto. To the solution was added a phosphate buffer solution [a solution of potassium dihydrogen phosphate (0.27 g) and sodium monohydrogen phosphate (0.36 g) in water (5.0 ml)], followed by refluxing for 90 minutes. After adding water (10 ml) to the reaction solution, the solution wa... Reaction SMILES: O1C=CC=[CH:2]1.[C:6]1([CH:13]=[CH:12][C:10](O)=[CH:9][CH:8]=1)[OH:7].P([O-])([O-])([O-])=O.P([O-])(O)(O)=O.[K+].P([O-])([O-])(O)=O.[Na+].[Na+].[Cl-].[Na+].[O:34]1[CH2:39][CH2:38]OCC1.O>O>[CH3:2][C:38]1[CH:39]([OH:34])[CH2:13][C:6](=[O:7])[C:8]=1[CH2:9][CH:10]=[CH2:12] |f:3.4,5.6.7,8.9,10.11|. Starting materials: P(=O)([O-])([O-])[O-] (phosphate), P(=O)(O)(O)[O-].[K+] (potassium dihydrogen phosphate), P(=O)(O)([O-])[O-].[Na+].[Na+] (sodium monohydrogen phosphate), [Cl-].[Na+] (sodium chloride), O1C=CC=C1 (furan), ( II ), O1CCOCC1.O (dioxane water), C1(O)=CC=C(O)C=C1 (hydroquinone). Run in O (water), O (water). Reactants: COC(=O)C=1SC(=CC1N(C(=O)[C@@H]1CC[C@H](CC1)C)C(CO)CO)C1CCC(CC1)(C)C (5-(4,4-dimethyl-cyclohexyl)-3-[(2-hydroxy-1-hydroxymethyl-ethyl)-(trans-4-methyl-cyclohexanecarbonyl)-amino]-thiophene-2-carboxylic acid methyl ester), C=O (paraformaldehyde). Yields the product COC(=O)C=1SC(=CC1N(C(=O)[C@@H]1CC[C@H](CC1)C)C1COCOC1)C1CCC(CC1)(C)C (5-(4,4-Dimethyl-cyclohexyl)-3-[[1,3]dioxan-5-yl-(trans-4-methyl-cyclohexanecarbonyl)-amino]-thiophene-2-carboxylic acid methyl ester). As a reaction SMILES: [CH3:1][O:2][C:3]([C:5]1[S:6][C:7]([CH:25]2[CH2:30][CH2:29][C:28]([CH3:32])([CH3:31])[CH2:27][CH2:26]2)=[CH:8][C:9]=1[N:10]([CH:20]([CH2:23][OH:24])[CH2:21][OH:22])[C:11]([C@H:13]1[CH2:18][CH2:17][C@H:16]([CH3:19])[CH2:15][CH2:14]1)=[O:12])=[O:4].[CH2:33]=O>>[CH3:1][O:2][C:3]([C:5]1[S:6][C:7]([CH:25]2[CH2:26][CH2:27][C:28]([CH3:31])([CH3:32])[CH2:29][CH2:30]2)=[CH:8][C:9]=1[N:10]([CH:20]1[CH2:23][O:24][CH2:33][O:22][CH2:21]1)[C:11]([C@H:13]1[CH2:14][CH2:15][C@H:16]([CH3:19])[CH2:17][CH2:18]1)=[O:12])=[O:4]. Reported procedure: 5-(4,4-Dimethyl-cyclohexyl)-3-[[1,3]dioxan-5-yl-(trans-4-methyl-cyclohexanecarbonyl)-amino]-thiophene-2-carboxylic acid methyl ester was prepared from 5-(4,4-dimethyl-cyclohexyl)-3-[(2-hydroxy-1-hydroxymethyl-ethyl)-(trans-4-methyl-cyclohexanecarbonyl)-amino]-thiophene-2-carboxylic acid methyl ester using paraformaldehyde following a procedure described earlier (example 38, step IV). The reactants are CO, CCOCC, NCCCCC(N)C(=O)O, O, O=[PH](O)O, c1ccncc1. The product is NC(CCCCCP(=O)(O)O)C(=O)O. As a reaction SMILES: [CH3:15][OH:16].[CH3:17][CH2:18][O:19][CH2:20][CH3:21].[NH2:5][CH2:6][CH2:7][CH2:8][CH2:9][CH:10]([NH2:11])[C:12]([OH:13])=[O:14].[OH2:22].[PH:1]([OH:2])([OH:3])=[O:4].[cH:23]1[cH:24][cH:25][n:26][cH:27][cH:28]1>>[P:1]([OH:2])([OH:3])(=[O:4])[CH2:17][CH2:6][CH2:7][CH2:8][CH2:9][CH:10]([NH2:11])[C:12]([OH:13])=[O:14]. The product is CC(=O)Nc1ccc(SCc2ccccc2)cc1N. The reactants are CC(=O)Nc1ccc(SCc2ccccc2)cc1[N+](=O)[O-], CO, [Fe], O=S(=O)([O-])[O-], O. Reaction SMILES: [C:1]([CH3:2])(=[O:3])[NH:4][c:5]1[c:6]([N+:19]([O-:20])=[O:21])[cH:7][c:8]([S:11][CH2:12][c:13]2[cH:14][cH:15][cH:16][cH:17][cH:18]2)[cH:9][cH:10]1.[CH3:29][OH:30].[Fe:28].[O-:22][S:23](=[O:24])(=[O:25])[O-:26].[OH2:27]>>[C:1]([CH3:2])(=[O:3])[NH:4][c:5]1[c:6]([NH2:19])[cH:7][c:8]([S:11][CH2:12][c:13]2[cH:14][cH:15][cH:16][cH:17][cH:18]2)[cH:9][cH:10]1. Reactants: COC1=C(C=C(C=C1)N(CC1CCOCC1)C)NC(=S)N ({2-methoxy-5-[methyl-(tetrahydro-pyran-4-ylmethyl)-amino]-phenyl}-thiourea), BrBr (Br2). Solvent: C(Cl)(Cl)Cl (chloroform). The product is COC1=CC=C(C2=C1N=C(S2)N)N(CC2CCOCC2)C (4-methoxy-N7-methyl-N7-(tetrahydro-pyran-4-ylmethyl)-benzothiazole-2,7-diamine). The yield is 98.2%. Reaction SMILES: [CH3:1][O:2][C:3]1[CH:8]=[CH:7][C:6]([N:9]([CH3:17])[CH2:10][CH:11]2[CH2:16][CH2:15][O:14][CH2:13][CH2:12]2)=[CH:5][C:4]=1[NH:18][C:19]([NH2:21])=[S:20].BrBr>C(Cl)(Cl)Cl>[CH3:1][O:2][C:3]1[C:4]2[N:18]=[C:19]([NH2:21])[S:20][C:5]=2[C:6]([N:9]([CH3:17])[CH2:10][CH:11]2[CH2:12][CH2:13][O:14][CH2:15][CH2:16]2)=[CH:7][CH:8]=1. Procedure: 1.5 g (0.53 mmol) {2-methoxy-5-[methyl-(tetrahydro-pyran-4-ylmethyl)-amino]-phenyl}-thiourea were dissolved in 15 ml chloroform and at room temperature 0.025 ml (0.5 mmol) Br2 were added slowly. After 24 hrs of reflux the mixture was concentrated in vactio and the residue suspended in water. Sodium bicarbonate solution was added until the pH was 10, and the crystals were collected by filtration. These were subjected to column chromatography (1/1 hexane/ethyl acetate) to afford 0.16 g (10%) of 4-...